From a dataset of the Open Reaction Database (ORD), a public repository of structured organic reaction records. describe an organic reaction: reactants, conditions, products, and yield The reactants are O=C(Cl)COCc1ccccc1, CCN(C(C)C)C(C)C, OC1(c2ccc(Cl)cc2Cl)CCNCC1, ClCCl. The product is O=C(COCc1ccccc1)N1CCC(O)(c2ccc(Cl)cc2Cl)CC1. As a reaction SMILES: [CH2:25]([c:26]1[cH:27][cH:28][cH:29][cH:30][cH:31]1)[O:32][CH2:33][C:34](=[O:35])[Cl:36].[CH:16]([N:17]([CH:18]([CH3:19])[CH3:20])[CH2:21][CH3:22])([CH3:23])[CH3:24].[Cl:1][c:2]1[c:3]([C:9]2([OH:15])[CH2:10][CH2:11][NH:12][CH2:13][CH2:14]2)[cH:4][cH:5][c:6]([Cl:8])[cH:7]1.[Cl:37][CH2:38][Cl:39]>>[Cl:1][c:2]1[c:3]([C:9]2([OH:15])[CH2:10][CH2:11][N:12]([C:34]([CH2:33][O:32][CH2:25][c:26]3[cH:27][cH:28][cH:29][cH:30][cH:31]3)=[O:35])[CH2:13][CH2:14]2)[cH:4][cH:5][c:6]([Cl:8])[cH:7]1. Starting materials: C1CCOC1, O=C(Cl)c1ccc(-c2nn(Cc3ccccc3)c3ccccc23)o1, N. The product is NC(=O)c1ccc(-c2nn(Cc3ccccc3)c3ccccc23)o1. As a reaction SMILES: [CH2:26]1[O:27][CH2:28][CH2:29][CH2:30]1.[CH2:2]([c:3]1[cH:4][cH:5][cH:6][cH:7][cH:8]1)[n:9]1[n:10][c:11](-[c:18]2[o:19][c:20]([C:23](=[O:24])[Cl:25])[cH:21][cH:22]2)[c:12]2[cH:13][cH:14][cH:15][cH:16][c:17]12.[NH3:1]>>[NH2:1][C:23]([c:20]1[o:19][c:18](-[c:11]2[n:10][n:9]([CH2:2][c:3]3[cH:4][cH:5][cH:6][cH:7][cH:8]3)[c:17]3[c:12]2[cH:13][cH:14][cH:15][cH:16]3)[cH:22][cH:21]1)=[O:24]. The reactants are Cl.Cl.C1(=CC=CC=C1)CN1CCC(CC1)CN1CC2=CC=CC=C2C1 (2-{[1-(phenylmethyl)-4-piperidyl]methyl}-2,3-dihydro-1H-isoindole dihydrochloride), C(C)O (ethanol), C (charcoal). Run in O (water). Reaction conditions: time 9 hour. Yields the product Cl.Cl.N1CCC(CC1)CN1CC2=CC=CC=C2C1 (2-[(4-Piperidyl)methyl]-2,3-dihydro-1H-isoindole dihydrochloride). RXN SMILES: [ClH:1].Cl.C1(C[N:10]2[CH2:15][CH2:14][CH:13]([CH2:16][N:17]3[CH2:25][C:24]4[C:19](=[CH:20][CH:21]=[CH:22][CH:23]=4)[CH2:18]3)[CH2:12][CH2:11]2)C=CC=CC=1.C(O)C.C>O>[ClH:1].[ClH:1].[NH:10]1[CH2:11][CH2:12][CH:13]([CH2:16][N:17]2[CH2:25][C:24]3[C:19](=[CH:20][CH:21]=[CH:22][CH:23]=3)[CH2:18]2)[CH2:14][CH2:15]1 |f:0.1.2,6.7.8|. Procedure details: 56.6 g (149 mmol) of 2-{[1-(phenylmethyl)-4-piperidyl]methyl}-2,3-dihydro-1H-isoindole dihydrochloride, 300 ml of ethanol, 50 ml of water and 5 g of palladinized charcoal (10% palladium) are introduced into a Parr apparatus and a hydrogenolysis is performed under approximately 0.41 MPa for 9 h. The reactants are CCOC(=O)c1cnc2ccc(Br)cc2c1Cl, COC(C)CN, CCO, CCN(C(C)C)C(C)C, Cl. The product is CCOC(=O)c1cnc2ccc(Br)cc2c1NCC(C)OC. Reaction SMILES: [CH2:1]([CH3:2])[O:3][C:4](=[O:5])[c:6]1[cH:7][n:8][c:9]2[cH:10][cH:11][c:12]([Br:17])[cH:13][c:14]2[c:15]1[Cl:16].[CH3:18][O:19][CH:20]([CH2:21][NH2:22])[CH3:23].[CH3:34][CH2:35][OH:36].[CH:25]([N:26]([CH:27]([CH3:28])[CH3:29])[CH2:30][CH3:31])([CH3:32])[CH3:33].[ClH:24]>>[CH2:1]([CH3:2])[O:3][C:4](=[O:5])[c:6]1[cH:7][n:8][c:9]2[cH:10][cH:11][c:12]([Br:17])[cH:13][c:14]2[c:15]1[NH:22][CH2:21][CH:20]([O:19][CH3:18])[CH3:23]. Reactants: Cc1ccc(N2CCNCC2)cc1C, CC#N, [K+], [K+], O=C([O-])[O-], Cc1ccc(S(=O)(=O)CCC2NC(=O)c3ccccc32)cc1. Product: Cc1ccc(N2CCN(CCC3NC(=O)c4ccccc43)CC2)cc1C. Reaction SMILES: [CH3:23][c:24]1[cH:25][c:26]([N:31]2[CH2:32][CH2:33][NH:34][CH2:35][CH2:36]2)[cH:27][cH:28][c:29]1[CH3:30].[CH3:43][C:44]#[N:45].[K+:37].[K+:38].[O-:39][C:40]([O-:41])=[O:42].[S:1]([c:2]1[cH:3][cH:4][c:5]([CH3:6])[cH:7][cH:8]1)(=[O:9])(=[O:10])[CH2:11][CH2:12][CH:13]1[NH:14][C:15](=[O:22])[c:16]2[cH:17][cH:18][cH:19][cH:20][c:21]21>>[CH2:11]([CH2:12][CH:13]1[NH:14][C:15](=[O:22])[c:16]2[cH:17][cH:18][cH:19][cH:20][c:21]21)[N:34]1[CH2:33][CH2:32][N:31]([c:26]2[cH:25][c:24]([CH3:23])[c:29]([CH3:30])[cH:28][cH:27]2)[CH2:36][CH2:35]1. The reactants are BrC(Br)(Br)Br, CCCCc1ccc(-c2ccc(C=O)cc2)cc1, ClCCl, c1ccc(P(c2ccccc2)c2ccccc2)cc1. The product is CCCCc1ccc(-c2ccc(C=C(Br)Br)cc2)cc1. As a reaction SMILES: [C:1]([Br:2])([Br:3])([Br:4])[Br:5].[CH2:25]([CH2:26][CH2:27][CH3:28])[c:29]1[cH:30][cH:31][c:32](-[c:35]2[cH:36][cH:37][c:38]([CH:41]=[O:42])[cH:39][cH:40]2)[cH:33][cH:34]1.[Cl:43][CH2:44][Cl:45].[c:6]1([P:7]([c:8]2[cH:9][cH:10][cH:11][cH:12][cH:13]2)[c:14]2[cH:15][cH:16][cH:17][cH:18][cH:19]2)[cH:20][cH:21][cH:22][cH:23][cH:24]1>>[C:1]([Br:2])([Br:5])=[CH:41][c:38]1[cH:37][cH:36][c:35](-[c:32]2[cH:31][cH:30][c:29]([CH2:25][CH2:26][CH2:27][CH3:28])[cH:34][cH:33]2)[cH:40][cH:39]1. Starting materials: S(=O)(Cl)Cl (thionyl chloride), OCC1NC(OC1(C1=CC=CC=C1)C)=O (4-hydroxymethyl-5-methyl-5-phenyl oxazolidin-2-one). Run in N1=CC=CC=C1 (pyridine). Reaction conditions: time 1 hour. Product: ClCC1NC(OC1(C1=CC=CC=C1)C)=O (4-Chloromethyl-5-methyl-5-phenyl oxazolidin-2-one). As a reaction SMILES: S(Cl)([Cl:3])=O.O[CH2:6][CH:7]1[C:11]([CH3:18])([C:12]2[CH:17]=[CH:16][CH:15]=[CH:14][CH:13]=2)[O:10][C:9](=[O:19])[NH:8]1>N1C=CC=CC=1>[Cl:3][CH2:6][CH:7]1[C:11]([CH3:18])([C:12]2[CH:17]=[CH:16][CH:15]=[CH:14][CH:13]=2)[O:10][C:9](=[O:19])[NH:8]1. Reported procedure: 1.5 ml (10 mMole) of thionyl chloride are slowly added dropwise at 0° to +5° C to 1.04 g (5 mMole) of 4-hydroxymethyl-5-methyl-5-phenyl oxazolidin-2-one dissolved in 15 ml of pyridine. After 1 hour at 50° C, the reaction solution is stirred overnight at room temperature, poured onto ice and repeatedly extracted with chloroform. The combined chloroform phases dried over Na2SO4 are concentrated. The crystals formed are recrystallised from methanol. Reactants: NC=1C=C2C(C(NC2=CC1N)=O)(C)C (5,6-diamino-3,3-dimethylindolin-2-one), C (charcoal), CCCCCCC(=O)O (oenanthic acid), polyphosphoric acid. Run in C(C)O (ethanol). Yields the product C(CCCCC)C=1NC2=C(N1)C=C1C(=C2)NC(C1(C)C)=O (2-n-Hexyl-7,7-dimethyl-6,7-dihydro-3H,5H-pyrrolo[2,3-f]benzimidazol-6-one). RXN SMILES: [NH2:1][C:2]1[CH:3]=[C:4]2[C:8](=[CH:9][C:10]=1[NH2:11])[NH:7][C:6](=[O:12])[C:5]2([CH3:14])[CH3:13].[CH3:15][CH2:16][CH2:17][CH2:18][CH2:19][CH2:20][C:21](O)=O.C>C(O)C>[CH2:16]([C:15]1[NH:11][C:10]2[CH:9]=[C:8]3[NH:7][C:6](=[O:12])[C:5]([CH3:14])([CH3:13])[C:4]3=[CH:3][C:2]=2[N:1]=1)[CH2:17][CH2:18][CH2:19][CH2:20][CH3:21]. Procedure: Analogously to Example 11, from 0.48 g. 5,6-diamino-3,3-dimethylindolin-2-one and 0.36 g. oenanthic acid, after heating with 4.5 g. polyphosphoric acid for 30 minutes at a bath temperature of 200° C., there is obtained 0.7 g. of crude product which is dissolved in 35 ml. ethanol, treated with active charcoal, filtered and the clear filtrate evaporated in a vacuum. The evaporation residue, after trituration with diethyl ether, gives 0.37 g. of the title compound in the form of the monohydrate; m....